From a dataset of the Open Reaction Database (ORD), a public repository of structured organic reaction records. describe an organic reaction: reactants, conditions, products, and yield The reactants are C(C1=CC=CC=C1)N(C1=C(C(=CC=C1)NS(=O)(=O)C)C)CC1=CC=C(OC2=CC=C(C=C2)CCCC(=O)O)C=C1 (4-(4-{4-[(benzyl{2-methyl-3-[(methylsulfonyl)amino]phenyl}amino)methyl]phenoxy}phenyl)butanoic acid), N[C@@H](CCC(N)=O)C(=O)OC(C)(C)C.Cl (H-Gln-OtBu HCl). Yields the product C(C1=CC=CC=C1)N(C1=C(C(=CC=C1)NS(=O)(=O)C)C)CC1=CC=C(OC2=CC=C(C=C2)CCCC(=O)N[C@@H](CCC(N)=O)C(=O)O)C=C1 (N˜2˜-[4-(4-{4-[(benzyl{2-methyl-3-[(methylsulfonyl)amino]phenyl}amino)methyl]phenoxy}phenyl)butanoyl]-L-glutamine). As a reaction SMILES: [CH2:1]([N:8]([CH2:21][C:22]1[CH:40]=[CH:39][C:25]([O:26][C:27]2[CH:32]=[CH:31]C(CCCC(O)=O)=[CH:29][CH:28]=2)=[CH:24][CH:23]=1)[C:9]1[CH:14]=[CH:13][CH:12]=[C:11]([NH:15][S:16]([CH3:19])(=[O:18])=[O:17])[C:10]=1[CH3:20])[C:2]1[CH:7]=[CH:6][CH:5]=[CH:4][CH:3]=1.[NH2:41][C@H:42]([C:48]([O:50]C(C)(C)C)=[O:49])[CH2:43][CH2:44][C:45](=[O:47])[NH2:46].Cl>>[CH2:1]([N:8]([CH2:21][C:22]1[CH:40]=[CH:39][C:25]([O:26][C:27]2[CH:32]=[CH:31][C:21]([CH2:22][CH2:23][CH2:24][C:25]([NH:41][C@H:42]([C:48]([OH:50])=[O:49])[CH2:43][CH2:44][C:45](=[O:47])[NH2:46])=[O:26])=[CH:29][CH:28]=2)=[CH:24][CH:23]=1)[C:9]1[CH:14]=[CH:13][CH:12]=[C:11]([NH:15][S:16]([CH3:19])(=[O:18])=[O:17])[C:10]=1[CH3:20])[C:2]1[CH:3]=[CH:4][CH:5]=[CH:6][CH:7]=1 |f:1.2|. Reported procedure: The product from Example 100 (56 mg, 0.1 mmole) and H-Gln-OtBu HCl (48 mg, 0.2 mmole) were processed as in Example 213A-B to provide the title compound. 1H NMR (500 MHz, DMSO-d6) δ11.53-13.22 (br.s, 1 H), 8.95 (s, 1 H), 8.06 (d, 1 H), 7.26 (m, 6 H), 7.18 (m, 3 H), 7.04 (m, 1 H), 6.96 (m, 2 H), 6.88 (m, 4 H), 6.73 (br.s, 2 H), 4.15 (m, 1 H), 4.06 (s, 2 H), 4.02 (s, 2 H), 2.91 (s, 3 H), 2.54 (t, 2 H), 2.39 (s, 3 H), 2.13 (m, 4 H), 1.93 (m, 1 H), 1.75 (m, 3 H); MS (APCI+) m/z 687 (M+H)+. The reactants are O(C1=CC=CC=C1)C(C(=O)Cl)(C)C (2-phenoxyisobutyric acid chloride), C(C1=CC=CC=C1)N1CCNCC1 (1-benzylpiperazine). Solvent: C(Cl)Cl (methylene chloride), C(Cl)Cl (methylene chloride). Run at time 5 hour. Product: O(C1=CC=CC=C1)C(C(=O)N1CCN(CC1)CC1=CC=CC=C1)(C)C (1-(2-PHENOXY-2-METHYLPROPIONYL)-4-BENZYLPIPERAZINE). Reaction SMILES: [O:1]([C:8]([CH3:13])([CH3:12])[C:9](Cl)=[O:10])[C:2]1[CH:7]=[CH:6][CH:5]=[CH:4][CH:3]=1.[CH2:14]([N:21]1[CH2:26][CH2:25][NH:24][CH2:23][CH2:22]1)[C:15]1[CH:20]=[CH:19][CH:18]=[CH:17][CH:16]=1>C(Cl)Cl>[O:1]([C:8]([CH3:13])([CH3:12])[C:9]([N:24]1[CH2:25][CH2:26][N:21]([CH2:14][C:15]2[CH:16]=[CH:17][CH:18]=[CH:19][CH:20]=2)[CH2:22][CH2:23]1)=[O:10])[C:2]1[CH:7]=[CH:6][CH:5]=[CH:4][CH:3]=1. Reported procedure: A solution of 0.01 mol of 2-phenoxyisobutyric acid chloride (obtained by reaction of thionyl chloride with 2-phenoxyisobutyric acid) in 100 ml of methylene chloride is introduced into an Erlenmeyer flask containing a solution of 0.01 mol of 1-benzylpiperazine in 100 ml of methylene chloride. The mixture is stirred for 5 hours at room temperature, filtered and evaporated to dryness. The residue is taken up in water, basified and extracted with chloroform. The organic phases are combined, dried an... Reactants: COC=1C=C(C(=O)N2CC(CC2)(CCOS(=O)(=O)C)CC2=CC=CC=C2)C=C(C1OC)OC (1-(3,4,5-trimethoxybenzoyl)-3-(phenylmethyl)-3-(2-methanesulfonyloxyethyl)pyrrolidine), I.N1C(=NC2=C1C=CC=C2)NC2CCNCC2 ((1H-benzimidazol-2-yl)(piperidin-4-yl)amine hydriodic acid salt). Yields the product COC=1C=C(C(=O)N2CC(CC2)(CC2=CC=CC=C2)CCN2CCC(CC2)NC2=NC3=C(N2)C=CC=C3)C=C(C1OC)OC (1-(3,4,5-trimethoxybenzoyl)-3-(2-(4-(1H-benzimidazol-2-yl-amino)piperidin-1-yl)ethyl)-3-(phenylmethyl)pyrrolidine). As a reaction SMILES: [CH3:1][O:2][C:3]1[CH:4]=[C:5]([CH:27]=[C:28]([O:32][CH3:33])[C:29]=1[O:30][CH3:31])[C:6]([N:8]1[CH2:12][CH2:11][C:10]([CH2:20][C:21]2[CH:26]=[CH:25][CH:24]=[CH:23][CH:22]=2)([CH2:13][CH2:14]OS(C)(=O)=O)[CH2:9]1)=[O:7].I.[NH:35]1[C:39]2[CH:40]=[CH:41][CH:42]=[CH:43][C:38]=2[N:37]=[C:36]1[NH:44][CH:45]1[CH2:50][CH2:49][NH:48][CH2:47][CH2:46]1>>[CH3:33][O:32][C:28]1[CH:27]=[C:5]([CH:4]=[C:3]([O:2][CH3:1])[C:29]=1[O:30][CH3:31])[C:6]([N:8]1[CH2:12][CH2:11][C:10]([CH2:13][CH2:14][N:48]2[CH2:47][CH2:46][CH:45]([NH:44][C:36]3[NH:35][C:39]4[CH:40]=[CH:41][CH:42]=[CH:43][C:38]=4[N:37]=3)[CH2:50][CH2:49]2)([CH2:20][C:21]2[CH:22]=[CH:23][CH:24]=[CH:25][CH:26]=2)[CH2:9]1)=[O:7] |f:1.2|. Procedure details: Prepare by the method of Example 4.1 using 1-(3,4,5-trimethoxybenzoyl)-3-(phenylmethyl)-3-(2-methanesulfonyloxyethyl)pyrrolidine (0.8 g, 1.67 mmol) and (1H-benzimidazol-2-yl)(piperidin-4-yl)amine hydriodic acid salt (0.8 g, 1.67 mmol). Purify by chromatography on silica gel eluting with 2% triethylamine/30% methanol/ethyl acetate to give the title compound: Rf=0.21 (silica gel, 2% triethylamine/30% methanol/ethyl acetate). The reactants are N1CCNCC1 (piperazine), ClC1=NC=C(C=N1)C=1C=C(CN(C(CNC(OC(C)(C)C)=O)=O)C)C=CC1 (tert-Butyl (2-{[3-(2-chloropyrimidin-5-yl)benzyl](methyl)amino}-2-oxoethyl)carbamate), O (water). Run in CN(C)C=O (DMF). Reaction conditions: time 8 hour. The product is CN(C(CNC(OC(C)(C)C)=O)=O)CC1=CC(=CC=C1)C=1C=NC(=NC1)N1CCNCC1 (tert-butyl (2-{methyl[3-(2-piperazin-1-ylpyrimidin-5-yl)benzyl]amino}-2-oxoethyl)carbamate). As a reaction SMILES: Cl[C:2]1[N:7]=[CH:6][C:5]([C:8]2[CH:9]=[C:10]([CH:25]=[CH:26][CH:27]=2)[CH2:11][N:12]([CH3:24])[C:13](=[O:23])[CH2:14][NH:15][C:16](=[O:22])[O:17][C:18]([CH3:21])([CH3:20])[CH3:19])=[CH:4][N:3]=1.[NH:28]1[CH2:33][CH2:32][NH:31][CH2:30][CH2:29]1.O>CN(C=O)C>[CH3:24][N:12]([CH2:11][C:10]1[CH:25]=[CH:26][CH:27]=[C:8]([C:5]2[CH:4]=[N:3][C:2]([N:28]3[CH2:33][CH2:32][NH:31][CH2:30][CH2:29]3)=[N:7][CH:6]=2)[CH:9]=1)[C:13](=[O:23])[CH2:14][NH:15][C:16](=[O:22])[O:17][C:18]([CH3:21])([CH3:20])[CH3:19]. Procedure: tert-Butyl (2-{[3-(2-chloropyrimidin-5-yl)benzyl](methyl)amino}-2-oxoethyl)carbamate (2.35 g) was dissolved in DMF (50 ml), and piperazine was added thereto, followed by stirring at room temperature overnight. To the reaction mixture was added water, followed by extraction with EtOAc, and then the organic layer was dried over MgSO4 and evaporated under reduced pressure. The obtained residue was purified by silica gel column chromatography (0% to 10% MeOH/CHCl3) to obtain tert-butyl (2-{methyl[3-...